Dataset: the Open Reaction Database (ORD), a public repository of structured organic reaction records. Task: describe an organic reaction: reactants, conditions, products, and yield The reactants are NC=1C(=CC2=C(C(=NS2)C)C1)F (5-amino-6-fluoro-3-methyl-1,2-benzisothiazole), BrN1C(CCC1=O)=O (N-bromosuccinimide), BrN1C(CCC1=O)=O (N-bromosuccinimide), N(=NC1(CCCCC1)C#N)C1(CCCCC1)C#N (1,1'-azobis(cyclohexanecarbonitrile)). Solvent: ClCCCl (1,2-dichloroethane). Run at temperature 70 celsius, time 2 hour. Product: NC=1C(=CC2=C(C(=NS2)C)C1Br)F (5-Amino-4-bromo-6-fluoro-3-methyl-1,2-benzisothiazole). Isolated yield 101.3%. RXN SMILES: [NH2:1][C:2]1[C:3]([F:12])=[CH:4][C:5]2[S:9][N:8]=[C:7]([CH3:10])[C:6]=2[CH:11]=1.[Br:13]N1C(=O)CCC1=O.N(C1(C#N)CCCCC1)=NC1(C#N)CCCCC1>ClCCCl>[NH2:1][C:2]1[C:3]([F:12])=[CH:4][C:5]2[S:9][N:8]=[C:7]([CH3:10])[C:6]=2[C:11]=1[Br:13]. Procedure: To a solution of 5-amino-6-fluoro-3-methyl-1,2-benzisothiazole (0.600 g, 0.00329 mol) in 1,2-dichloroethane is added N-bromosuccinimide (0.586 g, 0.00329 mol) followed by 1,1'-azobis(cyclohexanecarbonitrile) (0.0200 9). The mixture is stirred two hours at 70° C., additional N-bromosuccinimide (0.240 g, 0.00135 mol) is added, and the mixture is stirred 40 minutes at 70° C. The mixture is then cooled to room temperature, filtered and concentrated in vacua to obtain a residue. The residue is chroma... The reactants are [C-]#N.[Na+] (sodium cyanide), FC1=C(CCl)C(=CC=C1F)F (2,3,6-trifluorobenzyl chloride). The reagents and catalysts are [Cl-].C1(=CC=CC=C1)[N+](CC)(CC)CC (phenyltriethylammonium chloride). Run in O (water), O (water). Conditions: time 40 minute. The product is FC1=C(C(=CC=C1F)F)CC#N (2-(2,3,6-trifluorophenyl)acetonitrile). The yield is 65.4%. As a reaction SMILES: [C-:1]#[N:2].[Na+].[F:4][C:5]1[C:12]([F:13])=[CH:11][CH:10]=[C:9]([F:14])[C:6]=1[CH2:7]Cl>O.[Cl-].C1([N+](CC)(CC)CC)C=CC=CC=1>[F:4][C:5]1[C:12]([F:13])=[CH:11][CH:10]=[C:9]([F:14])[C:6]=1[CH2:7][C:1]#[N:2] |f:0.1,4.5|. Procedure: To a solution of sodium cyanide (1.94 g) in water (4 ml) is added phenyltriethylammonium chloride (0.09 g), and thereto is added with stirring 2,3,6-trifluorobenzyl chloride (5.0 g), and the mixture is stirred at 90° to 100° C. for 40 minutes. The reaction mixture is poured into water (20 ml) and is extracted with diethyl ether. The extract is dried over potassium carbonate and the solvent is distilled off to give 2-(2,3,6-trifluorophenyl)acetonitrile (3.1 g), b.p. 80°-85° C. (5 mmHg). The reactants are CC(C)(C)OC(=O)NC1CCNC1, CC(OCc1ccccc1)C(=O)NC1CC(n2cnc3c(NCC(c4ccccc4)c4ccccc4)nc(Cl)nc32)C(O)C1O, CC#N, [I-], [Na+]. Product: CC(OCc1ccccc1)C(=O)NC1CC(n2cnc3c(NCC(c4ccccc4)c4ccccc4)nc(N4CCC(NC(=O)OC(C)(C)C)C4)nc32)C(O)C1O. RXN SMILES: [C:46](=[O:47])([O:48][C:49]([CH3:50])([CH3:51])[CH3:52])[NH:53][CH:54]1[CH2:55][NH:56][CH2:57][CH2:58]1.[CH2:1]([c:2]1[cH:3][cH:4][cH:5][cH:6][cH:7]1)[O:8][CH:9]([C:10](=[O:11])[NH:12][CH:13]1[CH:14]([OH:44])[CH:15]([OH:43])[CH:16]([n:18]2[c:19]3[n:20][c:21]([Cl:42])[n:22][c:23]([NH:27][CH2:28][CH:29]([c:30]4[cH:31][cH:32][cH:33][cH:34][cH:35]4)[c:36]4[cH:37][cH:38][cH:39][cH:40][cH:41]4)[c:24]3[n:25][cH:26]2)[CH2:17]1)[CH3:45].[CH3:61][C:62]#[N:63].[I-:60].[Na+:59]>>[CH2:1]([c:2]1[cH:3][cH:4][cH:5][cH:6][cH:7]1)[O:8][CH:9]([C:10](=[O:11])[NH:12][CH:13]1[CH:14]([OH:44])[CH:15]([OH:43])[CH:16]([n:18]2[c:19]3[n:20][c:21]([N:56]4[CH2:55][CH:54]([NH:53][C:46](=[O:47])[O:48][C:49]([CH3:50])([CH3:51])[CH3:52])[CH2:58][CH2:57]4)[n:22][c:23]([NH:27][CH2:28][CH:29]([c:30]4[cH:31][cH:32][cH:33][cH:34][cH:35]4)[c:36]4[cH:37][cH:38][cH:39][cH:40][cH:41]4)[c:24]3[n:25][cH:26]2)[CH2:17]1)[CH3:45]. The reactants are CCN(CC)C(=O)c1ccc(C(O)c2cc(O[Si](C)(C)C(C)(C)C)ccc2F)cc1, CC1CNC(C)CN1, CO, ClCCl, O=S(Cl)Cl. Product: CCN(CC)C(=O)c1ccc(C(c2cc(O[Si](C)(C)C(C)(C)C)ccc2F)N2CC(C)NCC2C)cc1. RXN SMILES: [C:1]([CH3:2])([CH3:3])([CH3:4])[Si:5]([O:6][c:7]1[cH:8][cH:9][c:10]([F:28])[c:11]([CH:12]([OH:13])[c:14]2[cH:15][cH:16][c:17]([C:18](=[O:19])[N:20]([CH2:21][CH3:22])[CH2:23][CH3:24])[cH:25][cH:26]2)[cH:27]1)([CH3:29])[CH3:30].[CH3:35][CH:36]1[NH:37][CH2:38][CH:39]([CH3:42])[NH:40][CH2:41]1.[CH3:43][OH:44].[Cl:45][CH2:46][Cl:47].[S:31]([Cl:32])([Cl:33])=[O:34]>>[C:1]([CH3:2])([CH3:3])([CH3:4])[Si:5]([O:6][c:7]1[cH:8][cH:9][c:10]([F:28])[c:11]([CH:12]([c:14]2[cH:15][cH:16][c:17]([C:18](=[O:19])[N:20]([CH2:21][CH3:22])[CH2:23][CH3:24])[cH:25][cH:26]2)[N:37]2[CH:36]([CH3:35])[CH2:41][NH:40][CH:39]([CH3:42])[CH2:38]2)[cH:27]1)([CH3:29])[CH3:30]. Starting materials: COc1ccc(C(=O)N(C)C2CN(C(=O)C3CCNCC3)CC2c2ccc(Cl)cc2)cc1C(F)(F)F, O=CCC(F)(F)F. Product: COc1ccc(C(=O)N(C)C2CN(C(=O)C3CCN(CCC(F)(F)F)CC3)CC2c2ccc(Cl)cc2)cc1C(F)(F)F. RXN SMILES: [Cl:1][c:2]1[cH:3][cH:4][c:5]([CH:8]2[CH:9]([N:21]([C:22]([c:23]3[cH:24][c:25]([C:31]([F:32])([F:33])[F:34])[c:26]([O:29][CH3:30])[cH:27][cH:28]3)=[O:35])[CH3:36])[CH2:10][N:11]([C:13](=[O:14])[CH:15]3[CH2:16][CH2:17][NH:18][CH2:19][CH2:20]3)[CH2:12]2)[cH:6][cH:7]1.[F:37][C:38]([CH2:39][CH:40]=[O:41])([F:42])[F:43]>>[Cl:1][c:2]1[cH:3][cH:4][c:5]([CH:8]2[CH:9]([N:21]([C:22]([c:23]3[cH:24][c:25]([C:31]([F:32])([F:33])[F:34])[c:26]([O:29][CH3:30])[cH:27][cH:28]3)=[O:35])[CH3:36])[CH2:10][N:11]([C:13](=[O:14])[CH:15]3[CH2:16][CH2:17][N:18]([CH2:40][CH2:39][C:38]([F:37])([F:42])[F:43])[CH2:19][CH2:20]3)[CH2:12]2)[cH:6][cH:7]1.